This data is from the Open Reaction Database (ORD), a public repository of structured organic reaction records. The task is: describe an organic reaction: reactants, conditions, products, and yield The reactants are FCCBr, [CH2]C, [H-], [Na+], CN(C)C=O, COc1cc(Oc2cccc(C(F)(F)F)c2)nc(C(=O)NCCS)c1. The product is COc1cc(Oc2cccc(C(F)(F)F)c2)nc(C(=O)NCCSCCF)c1. RXN SMILES: [Br:28][CH2:29][CH2:30][F:31].[CH2:37][CH3:38].[H-:27].[Na+:26].[O:32]=[CH:33][N:34]([CH3:35])[CH3:36].[SH:1][CH2:2][CH2:3][NH:4][C:5](=[O:6])[c:7]1[n:8][c:9]([O:15][c:16]2[cH:17][c:18]([C:22]([F:23])([F:24])[F:25])[cH:19][cH:20][cH:21]2)[cH:10][c:11]([O:13][CH3:14])[cH:12]1>>[S:1]([CH2:2][CH2:3][NH:4][C:5](=[O:6])[c:7]1[n:8][c:9]([O:15][c:16]2[cH:17][c:18]([C:22]([F:23])([F:24])[F:25])[cH:19][cH:20][cH:21]2)[cH:10][c:11]([O:13][CH3:14])[cH:12]1)[CH2:29][CH2:30][F:31]. The reactants are NC1=CC(=NC=C1)C(=O)OC (methyl 4-aminopicolinate), COP(=O)(OC)CC(=O)O (α-(dimethylphosphono)-acetic acid), C1(CCCCC1)N=C=NC1CCCCC1 (dicyclohexylcarbodiimide). The solvent is C(Cl)Cl (methylene chloride). Conditions: time 6 hour. Yields the product COP(=O)(OC)CC(=O)NC1=CC(=NC=C1)C(=O)OC (methyl 4-(α-dimethylphosphonoacetamido)-picolinate). RXN SMILES: [NH2:1][C:2]1[CH:7]=[CH:6][N:5]=[C:4]([C:8]([O:10][CH3:11])=[O:9])[CH:3]=1.[CH3:12][O:13][P:14]([CH2:18][C:19](O)=[O:20])([O:16][CH3:17])=[O:15].C1(N=C=NC2CCCCC2)CCCCC1>C(Cl)Cl>[CH3:12][O:13][P:14]([CH2:18][C:19]([NH:1][C:2]1[CH:7]=[CH:6][N:5]=[C:4]([C:8]([O:10][CH3:11])=[O:9])[CH:3]=1)=[O:20])([O:16][CH3:17])=[O:15]. Procedure: A mixture of 1.0 g of methyl 4-aminopicolinate, 1.0 g of α-(dimethylphosphono)-acetic acid and 1.0 g of dicyclohexylcarbodiimide in 10 ml of methylene chloride is stirred at room temperature for 6 hours. After filtration and removal of solvent the residue is chromatographed on silica gel with 5% methanol/methylene chloride as the eluent to afford methyl 4-(α-dimethylphosphonoacetamido)-picolinate as a viscous oil. Starting materials: O1C(=CC=C1)CN1C=C(C2=CC=CC=C12)C1CCNCC1 (1-furan-2-ylmethyl-3-piperidin-4-yl-1H-indole), C(C)OC(C1=C(C=CC=C1)CBr)=O (2-bromomethyl-benzoic acid ethyl ester). The product is O1C(=CC=C1)CN1C=C(C2=CC=CC=C12)C1CCN(CC1)CC1=C(C(=O)O)C=CC=C1 (2-[4-(1-furan-2-ylmethyl-1H-indol-3-yl)-piperidin-1-ylmethyl]-benzoic acid). RXN SMILES: [O:1]1[CH:5]=[CH:4][CH:3]=[C:2]1[CH2:6][N:7]1[C:15]2[C:10](=[CH:11][CH:12]=[CH:13][CH:14]=2)[C:9]([CH:16]2[CH2:21][CH2:20][NH:19][CH2:18][CH2:17]2)=[CH:8]1.C([O:24][C:25](=[O:34])[C:26]1[CH:31]=[CH:30][CH:29]=[CH:28][C:27]=1[CH2:32]Br)C>>[O:1]1[CH:5]=[CH:4][CH:3]=[C:2]1[CH2:6][N:7]1[C:15]2[C:10](=[CH:11][CH:12]=[CH:13][CH:14]=2)[C:9]([CH:16]2[CH2:21][CH2:20][N:19]([CH2:32][C:27]3[CH:28]=[CH:29][CH:30]=[CH:31][C:26]=3[C:25]([OH:34])=[O:24])[CH2:18][CH2:17]2)=[CH:8]1. Reported procedure: This compound was prepared following the procedure described in example 13 (part D) starting with 0.05 g (0.18 mmol) of 1-furan-2-ylmethyl-3-piperidin-4-yl-1H-indole (example 83, part B) and 0.056 g (0.23 mmol) of 2-bromomethyl-benzoic acid ethyl ester. After standard work-up and purification using a C18 chromatography column, 0.014 g (19% of yield) of the expected acid were obtained. Starting materials: C1(CC1)C=1C=CC(=NC1CC1=CC=C(C=C1)F)C(=O)O (5-cyclopropyl-6-(4-fluoro-benzyl)-pyridine-2-carboxylic acid), Cl.N[C@H](C(=O)N)CC1CC1 ((S)-2-amino-3-cyclopropylpropanamide hydrochloride). Product: C(N)(=O)[C@H](CC1CC1)NC(=O)C1=NC(=C(C=C1)C1CC1)CC1=CC=C(C=C1)F (5-Cyclopropyl-6-(4-fluoro-benzyl)-pyridine-2-carboxylic acid ((S)-1-carbamoyl-2-cyclopropyl-ethyl)-amide). RXN SMILES: [CH:1]1([C:4]2[CH:5]=[CH:6][C:7]([C:18]([OH:20])=O)=[N:8][C:9]=2[CH2:10][C:11]2[CH:16]=[CH:15][C:14]([F:17])=[CH:13][CH:12]=2)[CH2:3][CH2:2]1.Cl.[NH2:22][C@@H:23]([CH2:27][CH:28]1[CH2:30][CH2:29]1)[C:24]([NH2:26])=[O:25]>>[C:24]([C@@H:23]([NH:22][C:18]([C:7]1[CH:6]=[CH:5][C:4]([CH:1]2[CH2:2][CH2:3]2)=[C:9]([CH2:10][C:11]2[CH:12]=[CH:13][C:14]([F:17])=[CH:15][CH:16]=2)[N:8]=1)=[O:20])[CH2:27][CH:28]1[CH2:30][CH2:29]1)(=[O:25])[NH2:26] |f:1.2|. Procedure details: The title compound was synthesized in analogy to Example 1, using 5-cyclopropyl-6-(4-fluoro-benzyl)-pyridine-2-carboxylic acid (Example 155 g) and (S)-2-amino-3-cyclopropylpropanamide hydrochloride (Example 97 a) as starting materials. MS (EI): m/e=382.1 [M+H]+. The reactants are O=C1NN=CC(N1[Na])=O (3,5-dioxo-4-sodio-2,3,4,5-tetrahydro-1,2,4-triazine), C(C#C)Br (propargyl bromide). The solvent is C(CO)O (ethylene glycol). Run at temperature 80 celsius. The product is O=C1NN=CC(N1CC#C)=O (3,5-Dioxo-4-propargyl-2,3,4,5-tetrahydro-1,2,4-triazine). RXN SMILES: [O:1]=[C:2]1[N:7]([Na])[C:6](=[O:9])[CH:5]=[N:4][NH:3]1.[CH2:10](Br)[C:11]#[CH:12]>C(O)CO>[O:1]=[C:2]1[N:7]([CH2:12][C:11]#[CH:10])[C:6](=[O:9])[CH:5]=[N:4][NH:3]1. Reported procedure: A mixture of 4.59 g 3,5-dioxo-4-sodio-2,3,4,5-tetrahydro-1,2,4-triazine, 4.64 g propargyl bromide and 40 ml ethylene glycol was heated to 80° C. for 3 hours. Starting materials: COCCN1CCNCC1, CS(C)=O, O=C(Nc1ccccc1-c1nc2cccnc2s1)c1nc(-c2ccccc2)sc1CCCCl, O. Product: COCCN1CCN(CCCc2sc(-c3ccccc3)nc2C(=O)Nc2ccccc2-c2nc3cccnc3s2)CC1. RXN SMILES: [CH3:34][O:35][CH2:36][CH2:37][N:38]1[CH2:39][CH2:40][NH:41][CH2:42][CH2:43]1.[CH3:45][S:46]([CH3:47])=[O:48].[Cl:1][CH2:2][CH2:3][CH2:4][c:5]1[c:6]([C:16](=[O:17])[NH:18][c:19]2[c:20](-[c:25]3[s:26][c:27]4[n:28][cH:29][cH:30][cH:31][c:32]4[n:33]3)[cH:21][cH:22][cH:23][cH:24]2)[n:7][c:8](-[c:10]2[cH:11][cH:12][cH:13][cH:14][cH:15]2)[s:9]1.[OH2:44]>>[CH2:2]([CH2:3][CH2:4][c:5]1[c:6]([C:16](=[O:17])[NH:18][c:19]2[c:20](-[c:25]3[s:26][c:27]4[n:28][cH:29][cH:30][cH:31][c:32]4[n:33]3)[cH:21][cH:22][cH:23][cH:24]2)[n:7][c:8](-[c:10]2[cH:11][cH:12][cH:13][cH:14][cH:15]2)[s:9]1)[N:41]1[CH2:40][CH2:39][N:38]([CH2:37][CH2:36][O:35][CH3:34])[CH2:43][CH2:42]1.